This data is from the Open Reaction Database (ORD), a public repository of structured organic reaction records. The task is: describe an organic reaction: reactants, conditions, products, and yield Reactants: C1(CCC1)C(=O)OCC (ethyl cyclobutanecarboxylate), [Li+].CC(C)[N-]C(C)C (LDA), BrC1=CC=C(CBr)C=C1 (4-bromobenzyl bromide). Run in C1CCOC1 (THF). Reaction conditions: temperature -40 celsius. The product is BrC1=CC=C(CC2(CCC2)C(=O)OCC)C=C1 (ethyl 1-(4-bromobenzyl)cyclobutanecarboxylate). As a reaction SMILES: [Li+].CC([N-]C(C)C)C.[CH:9]1([C:13]([O:15][CH2:16][CH3:17])=[O:14])[CH2:12][CH2:11][CH2:10]1.[Br:18][C:19]1[CH:26]=[CH:25][C:22]([CH2:23]Br)=[CH:21][CH:20]=1>C1COCC1>[Br:18][C:19]1[CH:26]=[CH:25][C:22]([CH2:23][C:9]2([C:13]([O:15][CH2:16][CH3:17])=[O:14])[CH2:12][CH2:11][CH2:10]2)=[CH:21][CH:20]=1 |f:0.1|. Procedure: To a solution of LDA (1.2 eq) in THF at −78° C. was added ethyl cyclobutanecarboxylate (1 eq) and reaction mixture was warmed up to −40° C. for 10 min. The reaction was cooled back to −78° C. for 1 h, then 4-bromobenzyl bromide (1.1 eq) was added as a solid to the mixture. The reaction mixture was warmed to 0° C. in an ice bath. The reaction was quenched with a saturated solution of NH4Cl and extract 3× with ethyl acetate, dried with MgSO4 and evaporated to dryness. Flash chromatography with 95:...